From a dataset of the Open Reaction Database (ORD), a public repository of structured organic reaction records. describe an organic reaction: reactants, conditions, products, and yield Reactants: CS(C)=O, CCOC(C)=O, Nc1ccc(Oc2ccnc(NC(=O)C3CCC3)c2)cc1, O, O=C(Nc1nccs1)Oc1ccccc1. Yields the product O=C(Nc1ccc(Oc2ccnc(NC(=O)C3CCC3)c2)cc1)Nc1nccs1. RXN SMILES: [CH3:37][S:38]([CH3:39])=[O:40].[CH3:42][CH2:43][O:44][C:45](=[O:46])[CH3:47].[CH:1]1([C:5](=[O:6])[NH:7][c:8]2[n:9][cH:10][cH:11][c:12]([O:14][c:15]3[cH:16][cH:17][c:18]([NH2:19])[cH:20][cH:21]3)[cH:13]2)[CH2:2][CH2:3][CH2:4]1.[OH2:41].[s:22]1[c:23]([NH:27][C:28]([O:29][c:31]2[cH:32][cH:33][cH:34][cH:35][cH:36]2)=[O:30])[n:24][cH:25][cH:26]1>>[CH:1]1([C:5](=[O:6])[NH:7][c:8]2[n:9][cH:10][cH:11][c:12]([O:14][c:15]3[cH:16][cH:17][c:18]([NH:19][C:28]([NH:27][c:23]4[s:22][cH:26][cH:25][n:24]4)=[O:29])[cH:20][cH:21]3)[cH:13]2)[CH2:2][CH2:3][CH2:4]1. Starting materials: [BH3-]C#N, CCOC(=O)CN, O=C1Cc2ccccc2C1, CCO, Cl, [Na+]. Product: CCOC(=O)CNC1Cc2ccccc2C1. Reaction SMILES: [C:19]([BH3-:20])#[N:21].[CH2:12]([CH3:13])[O:14][C:15]([CH2:16][NH2:17])=[O:18].[CH2:1]1[C:2](=[O:10])[CH2:3][c:4]2[cH:5][cH:6][cH:7][cH:8][c:9]21.[CH3:23][CH2:24][OH:25].[ClH:11].[Na+:22]>>[CH2:1]1[CH:2]([NH:17][CH2:16][C:15]([O:14][CH2:12][CH3:13])=[O:18])[CH2:3][c:4]2[cH:5][cH:6][cH:7][cH:8][c:9]21. Reactants: COc1ccc(OCCO[Si](C(C)C)(C(C)C)C(C)C)c(CBr)c1, CC(=O)Nc1cc(F)ccc1Oc1ccccc1. The product is COc1ccc(OCCO[Si](C(C)C)(C(C)C)C(C)C)c(CN(C(C)=O)c2cc(F)ccc2Oc2ccccc2)c1. RXN SMILES: [Br:19][CH2:20][c:21]1[c:22]([O:23][CH2:24][CH2:25][O:26][Si:27]([CH:28]([CH3:29])[CH3:30])([CH:31]([CH3:32])[CH3:33])[CH:34]([CH3:35])[CH3:36])[cH:37][cH:38][c:39]([O:41][CH3:42])[cH:40]1.[F:1][c:2]1[cH:3][cH:4][c:5]([O:12][c:13]2[cH:14][cH:15][cH:16][cH:17][cH:18]2)[c:6]([NH:8][C:9]([CH3:10])=[O:11])[cH:7]1>>[F:1][c:2]1[cH:3][cH:4][c:5]([O:12][c:13]2[cH:14][cH:15][cH:16][cH:17][cH:18]2)[c:6]([N:8]([C:9]([CH3:10])=[O:11])[CH2:20][c:21]2[c:22]([O:23][CH2:24][CH2:25][O:26][Si:27]([CH:28]([CH3:29])[CH3:30])([CH:31]([CH3:32])[CH3:33])[CH:34]([CH3:35])[CH3:36])[cH:37][cH:38][c:39]([O:41][CH3:42])[cH:40]2)[cH:7]1. Starting materials: CC(=O)c1cc(F)cc(C(Cc2ccccc2)(NC(=O)NCC(F)(F)F)c2ccc(F)c(C(F)(F)F)c2)c1, C1CCOC1. Product: CC(C)(O)c1cc(F)cc(C(Cc2ccccc2)(NC(=O)NCC(F)(F)F)c2ccc(F)c(C(F)(F)F)c2)c1. RXN SMILES: [C:1]([CH3:2])(=[O:3])[c:4]1[cH:5][c:6]([C:11]([CH2:12][c:13]2[cH:14][cH:15][cH:16][cH:17][cH:18]2)([c:19]2[cH:20][c:21]([C:26]([F:27])([F:28])[F:29])[c:22]([F:25])[cH:23][cH:24]2)[NH:30][C:31](=[O:32])[NH:33][CH2:34][C:35]([F:36])([F:37])[F:38])[cH:7][c:8]([F:10])[cH:9]1.[CH2:39]1[O:40][CH2:41][CH2:42][CH2:43]1>>[C:1]([CH3:2])([OH:3])([c:4]1[cH:5][c:6]([C:11]([CH2:12][c:13]2[cH:14][cH:15][cH:16][cH:17][cH:18]2)([c:19]2[cH:20][c:21]([C:26]([F:27])([F:28])[F:29])[c:22]([F:25])[cH:23][cH:24]2)[NH:30][C:31](=[O:32])[NH:33][CH2:34][C:35]([F:36])([F:37])[F:38])[cH:7][c:8]([F:10])[cH:9]1)[CH3:39]. Reactants: Clc1nc(N2CC3CCC(C2)O3)c2cnn(C3CCN(Cc4ccccc4)CC3)c2n1, CC(Cl)OC(=O)Cl, ClCCCl, [K+], [K+], O=C([O-])[O-]. Product: Clc1nc(N2CC3CCC(C2)O3)c2cnn(C3CCNCC3)c2n1. Reaction SMILES: [CH2:1]([c:2]1[cH:3][cH:4][cH:5][cH:6][cH:7]1)[N:8]1[CH2:9][CH2:10][CH:11]([n:14]2[n:15][cH:16][c:17]3[c:18]2[n:19][c:20]([Cl:31])[n:21][c:22]3[N:23]2[CH2:24][CH:25]3[CH2:26][CH2:27][CH:28]([CH2:29]2)[O:30]3)[CH2:12][CH2:13]1.[Cl:32][C:33]([O:34][CH:35]([Cl:36])[CH3:37])=[O:38].[Cl:45][CH2:46][CH2:47][Cl:48].[K+:39].[K+:40].[O-:41][C:42]([O-:43])=[O:44]>>[NH:8]1[CH2:9][CH2:10][CH:11]([n:14]2[n:15][cH:16][c:17]3[c:18]2[n:19][c:20]([Cl:31])[n:21][c:22]3[N:23]2[CH2:24][CH:25]3[CH2:26][CH2:27][CH:28]([CH2:29]2)[O:30]3)[CH2:12][CH2:13]1. Reactants: CC(CNC(=O)OC(C)(C)C)C(=O)[O-], C1CCOC1, CC(C)COC(=O)Cl, CC(C)CC(CN)C(=O)OCc1ccccc1, CN(C)C=O, Cc1ccccc1S(=O)(=O)O. Product: CC(C)CC(CNC(=O)C(C)CNC(=O)OC(C)(C)C)C(=O)OCc1ccccc1. Reaction SMILES: [C:1]([CH3:2])([CH3:3])([CH3:4])[O:5][C:6](=[O:7])[NH:8][CH2:9][CH:10]([C:11](=[O:12])[O-:13])[CH3:14].[CH2:51]1[O:52][CH2:53][CH2:54][CH2:55]1.[Cl:15][C:16]([O:17][CH2:18][CH:19]([CH3:20])[CH3:21])=[O:22].[NH2:34][CH2:35][CH:36]([C:37](=[O:38])[O:39][CH2:40][c:41]1[cH:42][cH:43][cH:44][cH:45][cH:46]1)[CH2:47][CH:48]([CH3:49])[CH3:50].[O:56]=[CH:57][N:58]([CH3:59])[CH3:60].[c:23]1([CH3:24])[c:25]([S:26]([OH:27])(=[O:28])=[O:29])[cH:30][cH:31][cH:32][cH:33]1>>[C:1]([CH3:2])([CH3:3])([CH3:4])[O:5][C:6](=[O:7])[NH:8][CH2:9][CH:10]([C:11](=[O:13])[NH:34][CH2:35][CH:36]([C:37](=[O:38])[O:39][CH2:40][c:41]1[cH:42][cH:43][cH:44][cH:45][cH:46]1)[CH2:47][CH:48]([CH3:49])[CH3:50])[CH3:14]. Reactants: NC(=S)N1CCOCC1 (4-((amino)thiocarbonyl)morpholine), BrCC(C(=O)OCC)=O (ethyl bromopyruvate), [O-]S(=O)(=O)[O-].[Mg+2] (MgSO4). Run in CC(=O)C (acetone). Yields the product N1(CCOCC1)C=1SC=C(N1)C(=O)OCC (Ethyl 2-(4-Morpholinyl)thiazole-4-carboxylate). Yield: 55.2%. RXN SMILES: [NH2:1][C:2]([N:4]1[CH2:9][CH2:8][O:7][CH2:6][CH2:5]1)=[S:3].Br[CH2:11][C:12](=O)[C:13]([O:15][CH2:16][CH3:17])=[O:14].[O-]S([O-])(=O)=O.[Mg+2]>CC(C)=O>[N:4]1([C:2]2[S:3][CH:11]=[C:12]([C:13]([O:15][CH2:16][CH3:17])=[O:14])[N:1]=2)[CH2:9][CH2:8][O:7][CH2:6][CH2:5]1 |f:2.3|. Procedure: A mixture of 1.85 g (12.7 mmol) of 4-((amino)thiocarbonyl)morpholine, 1.59 ml (12.7 mmol) of ethyl bromopyruvate, and excess MgSO4 in 50 ml of acetone was heated at reflux for 2 h. The resulting mixture was allowed to cool, filtered, and concentrated in vacuo. The residue was taken up in chloroform, washed with aqueous NaHCO3, dried over Na2SO4, and concentrated. Silica gel chromatography using 1% methanol in chloroform provided 1.7 g (55%) of the desired compound, Rf 0.70 (ethyl acetate). Mass ... Reactants: C1(=CC=CC=C1)C=1C=CC=2N(C3=CC=C(C=C3C2C1)C1=CC=CC=C1)C1=CC=C(C=C1)OC (3,6-Diphenyl-9-(4-methoxyphenyl)carbazole), B(Br)(Br)Br (boron tribromide), resultant solution. The solvent is C(Cl)Cl (methylene chloride), C(Cl)Cl (methylene chloride). Yields the product C1(=CC=CC=C1)C=1C=CC=2N(C3=CC=C(C=C3C2C1)C1=CC=CC=C1)C1=CC=C(C=C1)O (3,6-diphenyl-9-(4-hydroxyphenyl)carbazole). The yield is 97.7%. As a reaction SMILES: [C:1]1([C:7]2[CH:8]=[CH:9][C:10]3[N:11]([C:26]4[CH:31]=[CH:30][C:29]([O:32]C)=[CH:28][CH:27]=4)[C:12]4[C:17]([C:18]=3[CH:19]=2)=[CH:16][C:15]([C:20]2[CH:25]=[CH:24][CH:23]=[CH:22][CH:21]=2)=[CH:14][CH:13]=4)[CH:6]=[CH:5][CH:4]=[CH:3][CH:2]=1.B(Br)(Br)Br>C(Cl)Cl>[C:1]1([C:7]2[CH:8]=[CH:9][C:10]3[N:11]([C:26]4[CH:27]=[CH:28][C:29]([OH:32])=[CH:30][CH:31]=4)[C:12]4[C:17]([C:18]=3[CH:19]=2)=[CH:16][C:15]([C:20]2[CH:25]=[CH:24][CH:23]=[CH:22][CH:21]=2)=[CH:14][CH:13]=4)[CH:2]=[CH:3][CH:4]=[CH:5][CH:6]=1. Procedure details: 3,6-Diphenyl-9-(4-methoxyphenyl)carbazole (4.20 g, 9.9 mmol) was dissolved in methylene chloride (30 mL). Then, 1M methylene chloride solution of boron tribromide (10 mL) was added dropwise to the resultant solution at −10° C., followed by stirring at room temperature. Next, the mixture was washed with water and dried and the solvent was evaporated, to thereby obtain 3.98 g of 3,6-diphenyl-9-(4-hydroxyphenyl)carbazole. The reactants are CS(=O)(=O)Cl, CCN(C(C)C)C(C)C, ClCCl, CN1CCN(CCCN(C(=O)Nc2ccc(F)c(Cl)c2)C2CCc3ccc(N)cc3C2)CC1. The product is CN1CCN(CCCN(C(=O)Nc2ccc(F)c(Cl)c2)C2CCc3ccc(NS(C)(=O)=O)cc3C2)CC1. Reaction SMILES: [CH3:34][S:35]([Cl:36])(=[O:37])=[O:38].[CH:39]([N:40]([CH2:41][CH3:42])[CH:43]([CH3:44])[CH3:45])([CH3:46])[CH3:47].[Cl:48][CH2:49][Cl:50].[NH2:1][c:2]1[cH:3][cH:4][c:5]2[c:10]([cH:11]1)[CH2:9][CH:8]([N:12]([C:13](=[O:14])[NH:15][c:16]1[cH:17][c:18]([Cl:23])[c:19]([F:22])[cH:20][cH:21]1)[CH2:24][CH2:25][CH2:26][N:27]1[CH2:28][CH2:29][N:30]([CH3:33])[CH2:31][CH2:32]1)[CH2:7][CH2:6]2>>[NH:1]([c:2]1[cH:3][cH:4][c:5]2[c:10]([cH:11]1)[CH2:9][CH:8]([N:12]([C:13](=[O:14])[NH:15][c:16]1[cH:17][c:18]([Cl:23])[c:19]([F:22])[cH:20][cH:21]1)[CH2:24][CH2:25][CH2:26][N:27]1[CH2:28][CH2:29][N:30]([CH3:33])[CH2:31][CH2:32]1)[CH2:7][CH2:6]2)[S:35]([CH3:34])(=[O:37])=[O:38].